This data is from the Open Reaction Database (ORD), a public repository of structured organic reaction records. The task is: describe an organic reaction: reactants, conditions, products, and yield Yields the product Nc1ccccc1NC(=O)c1ccccc1. Starting materials: CS(C)=O, Nc1ccccc1N, O=C(O)C(F)(F)F, O=C(O)c1ccccc1. Reaction SMILES: [CH3:25][S:26](=[O:27])[CH3:28].[NH2:10][c:11]1[cH:12][cH:13][cH:14][cH:15][c:16]1[NH2:17].[OH:18][C:19]([C:20]([F:21])([F:22])[F:23])=[O:24].[OH:1][C:2](=[O:3])[c:4]1[cH:5][cH:6][cH:7][cH:8][cH:9]1>>[C:2](=[O:3])([c:4]1[cH:5][cH:6][cH:7][cH:8][cH:9]1)[NH:17][c:16]1[c:11]([NH2:10])[cH:12][cH:13][cH:14][cH:15]1. Yields the product OC1=CC=C2C(CC3(CCCCC3)OC2=C1)=O (7-hydroxyspiro[chroman-2,1′-cyclohexane]-4-one). The solvent is COCCOC (1,2-dimethoxyethane), COCCOC (1,2-dimethoxyethane). Procedure details: To a solution of diethyl phosphite (4 mL, 31.0 mmol) in 1,2-dimethoxyethane (100 mL) was added 60% NaH (3.72 g, 93 mmol). When gas evolution had mostly ceased (10 min), a solution of bromoacetic acid (4.3 g, 30.9 mmol) in 1,2-dimethoxyethane (30 mL) was added slowly. When gas evolution had again ceased, cyclohexanone (3.2 mL, 30.9 mmol) was added dropwise. The reaction mixture was stirred at room temperature for 1 h, then was quenched with ethanol (5 mL) and was poured into ice water. The aqueou... Reactants: P(OCC)(OCC)[O-] (diethyl phosphite), [H-].[Na+] (NaH), BrCC(=O)O (bromoacetic acid), C1(CCCCC1)=O (cyclohexanone). Reaction conditions: time 1 hour. As a reaction SMILES: P([O-])([O:5][CH2:6][CH3:7])OCC.[H-].[Na+].Br[CH2:12][C:13]([OH:15])=O.[C:16]1(=[O:22])[CH2:21][CH2:20][CH2:19][CH2:18][CH2:17]1>COCCOC>[OH:15][C:13]1[CH:12]=[C:18]2[C:17]([C:6](=[O:5])[CH2:7][C:16]3([O:22]2)[CH2:21][CH2:20][CH2:19][CH2:18][CH2:17]3)=[CH:16][CH:21]=1 |f:1.2|. The reactants are O1C(C1)COC1=C(C(=O)NC2=C3C=CNC3=CC=C2)C=CC=C1 (2-[(2-oxiranyl)methoxy]-N-(1H-indol-4-yl)-benzamide), CN1CCNCC1 (N-methyl piperazine). Solvent: C(C)O (ethanol). Product: CN1CCN(CC1)CC(COC1=C(C(=O)NC2=C3C=CNC3=CC=C2)C=CC=C1)O (2-[3-(4-methyl-1-piperazinyl)-2-hydroxypropoxy]-N-(1H-indol-4-yl)-benzamide). As a reaction SMILES: [O:1]1[CH2:3][CH:2]1[CH2:4][O:5][C:6]1[CH:23]=[CH:22][CH:21]=[CH:20][C:7]=1[C:8]([NH:10][C:11]1[CH:19]=[CH:18][CH:17]=[C:16]2[C:12]=1[CH:13]=[CH:14][NH:15]2)=[O:9].[CH3:24][N:25]1[CH2:30][CH2:29][NH:28][CH2:27][CH2:26]1>C(O)C>[CH3:24][N:25]1[CH2:30][CH2:29][N:28]([CH2:3][CH:2]([OH:1])[CH2:4][O:5][C:6]2[CH:23]=[CH:22][CH:21]=[CH:20][C:7]=2[C:8]([NH:10][C:11]2[CH:19]=[CH:18][CH:17]=[C:16]3[C:12]=2[CH:13]=[CH:14][NH:15]3)=[O:9])[CH2:27][CH2:26]1. Procedure details: 1.8 g of 2-[(2-oxiranyl)methoxy]-N-(1H-indol-4-yl)-benzamide in 36 ml of ethanol and 6.5 ml of N-methyl piperazine was refluxed for 1 hour and the solvents were eliminated under reduced pressure. The residue was chromatographed over silica (eluent: chloroform-ethanol, 9-1) to obtain 1.77 g of 2-[3-(4-methyl-1-piperazinyl)-2-hydroxypropoxy]-N-(1H-indol-4-yl)-benzamide. Starting materials: C(=O)(O)[O-].[Na+] (NaHCO3), COCOC1=CC=2C3C(C(OC2C=C1)C1=CC=C(C=C1)OCOC)CC(C3)O (8-Methoxymethoxy-4-(4-methoxymethoxy-phenyl)-1,2,3,3a,4,9b-hexahydro-cyclopenta[c]chromen-2-ol), C(C=C)[Mg]Cl (allyl magnesium chloride), CCOCC (Et2O), C(C)C1CC2C(C(OC=3C=CC(=CC23)C(=O)OC)C2=CC=C(C=C2)OCOC)C1 (2-Ethyl-8-methoxymethoy-4-(4-methoxymethoxy-phenyl)-1,2,3,3a,4,9b-hexahydro-cyclopenta[c]chromene). Solvent: C1CCOC1 (THF). Yields the product C(C)OC(=O)C1C(OC2=CC=C(C=C2C1CC=C)OCC1=CC=CC=C1)=O (4-Allyl-6-benzyloxy-2-oxo-chroman-3-carboxylic acid ethyl ester). RXN SMILES: C[O:2][CH2:3][O:4][C:5]1[CH:14]=[CH:13][C:12]2[O:11][CH:10]([C:15]3[CH:20]=[CH:19][C:18](OCOC)=[CH:17][CH:16]=3)C3CC(O)CC3[C:7]=2[CH:6]=1.[CH2:29]([Mg]Cl)C=C.CCOCC.C([O-])(O)=O.[Na+].C(C1CC2C(C3C=CC(OCOC)=CC=3)O[C:52]3[CH:53]=[CH:54][C:55]([C:58]([O:60][CH3:61])=[O:59])=C[C:57]=3C2C1)C>C1COCC1>[CH2:61]([O:60][C:58]([CH:55]1[CH:54]([CH2:53][CH:52]=[CH2:57])[C:6]2[C:5](=[CH:14][CH:13]=[C:12]([O:11][CH2:10][C:15]3[CH:20]=[CH:19][CH:18]=[CH:17][CH:16]=3)[CH:7]=2)[O:4][C:3]1=[O:2])=[O:59])[CH3:29] |f:3.4|. Procedure: To a 0 C solution of Preparation 27 (10.0 g, 30.8 mmol) in THF (125 mL) add a solution of allyl magnesium chloride in Et2O (46 mL, 1.0 M, 46 mmol). Maintain the reaction at 0 C for 30 min, then pour the reaction contents into a solution of ½ satd, NaHCO3 (250 mL). Extract the solution with Et2O (2×150 mL) and EtOAc (150 mL). Wash the combined organic extracts with H2O(150 mL) and brine (150 mL), dry the organics over Na2SO4, and concentrate to afford a brown oil. Purify the product by MPLC (0% t...